This data is from the Open Reaction Database (ORD), a public repository of structured organic reaction records. The task is: describe an organic reaction: reactants, conditions, products, and yield Starting materials: OC1=CC=C(C=C1)CC(=O)O (p-hydroxyphenylacetic acid), [N+](=O)([O-])C1=CC=C(C=C1)Cl (4-nitrochlorobenzene), C([O-])([O-])=O.[K+].[K+] (potassium carbonate). The solvent is CN(C(C)=O)C (N,N-dimethylacetamide). The product is [N+](=O)([O-])C1=CC=C(OC2=CC=C(C=C2)CC(=O)O)C=C1 ([p-(p-Nitrophenoxy)phenyl]acetic Acid). As a reaction SMILES: [OH:1][C:2]1[CH:7]=[CH:6][C:5]([CH2:8][C:9]([OH:11])=[O:10])=[CH:4][CH:3]=1.[N+:12]([C:15]1[CH:20]=[CH:19][C:18](Cl)=[CH:17][CH:16]=1)([O-:14])=[O:13].C(=O)([O-])[O-].[K+].[K+]>CN(C)C(=O)C>[N+:12]([C:15]1[CH:20]=[CH:19][C:18]([O:1][C:2]2[CH:3]=[CH:4][C:5]([CH2:8][C:9]([OH:11])=[O:10])=[CH:6][CH:7]=2)=[CH:17][CH:16]=1)([O-:14])=[O:13] |f:2.3.4|. Procedure: A mixture of 38 g of p-hydroxyphenylacetic acid, 39.4 g of 4-nitrochlorobenzene and 69 g of anhydrous potassium carbonate in 275 ml of N,N-dimethylacetamide is heated to 155°-160° C over 2 hours, and maintained at that temperature, under Argon atmosphere for 4 hours with vigorous stirring. On cooling, an orange solid separated. A 1000 g solution of 5% NaHCO3 is added, resulting in a red brown solution. The solution is extracted with 4 × 100 ml of ether. The aqueous layer is acidified by the drop...